This data is from the Open Reaction Database (ORD), a public repository of structured organic reaction records. The task is: describe an organic reaction: reactants, conditions, products, and yield Starting materials: CNC (dimethylamine), ClCC(=O)C1C2C=CC(C1)C2 (5-chloroacetyl-2-norbornene). Run in CCOCC (ether). Reaction conditions: time 7 hour. Product: CN(C)CC(=O)C1C2C=CC(C1)C2 (5-Dimethylaminoacetyl-2-Norbornene). As a reaction SMILES: [CH3:1][NH:2][CH3:3].Cl[CH2:5][C:6]([CH:8]1[CH2:13][CH:12]2[CH2:14][CH:9]1[CH:10]=[CH:11]2)=[O:7]>CCOCC>[CH3:1][N:2]([CH2:5][C:6]([CH:8]1[CH2:13][CH:12]2[CH2:14][CH:9]1[CH:10]=[CH:11]2)=[O:7])[CH3:3]. Procedure details: To a solution of 3.5 g (5.2 ml; 0.078 mole) of dimethylamine in 40 ml of ether at -15° was added 6.5 g (0.038 mole) of 5-chloroacetyl-2-norbornene. The reaction mixture was stirred for 7 hr. at 0° (ice bath) and then allowed to warm to room temperature overnight. The solid dimethylamine hydrochloride was removed by filtration and the ether was removed at reduced pressure to give 6.1 g (89%) of crude product. Distillation gave product bp 83°-90°/0.8 mm. Starting materials: N12CCCCCC2=NCCC1 (1,8-diazabicyclo [5,4,0]undec-7-ene), CC=1C=2N(N=C(C1)N1CC(C(CC1)O)[Se]C1=CC=CC=C1)C=NN2 (1-(8-methyl-1,2,4-triazolo-[4,3-b]pyridazin-6-yl)-3-(phenylselenyl)-4-piperidinol), ClN1C(CCC1=O)=O (N-chlorosuccinimide). Run in ClCCl (dichloromethane), ClCCl (dichloromethane). Run at time 15 minute. Yields the product CC=1C=2N(N=C(C1)N1C=CC(CC1)O)C=NN2 (1-(8-methyl-1,2,4-triazolo[4,3-b]pyridazin-6-yl)-1,4,5,6-tetrahydro-4-pyridinol). RXN SMILES: [CH3:1][C:2]1[C:3]2[N:4]([CH:22]=[N:23][N:24]=2)[N:5]=[C:6]([N:8]2[CH2:13][CH2:12][CH:11]([OH:14])[CH:10]([Se]C3C=CC=CC=3)[CH2:9]2)[CH:7]=1.ClN1C(=O)CCC1=O.N12CCCN=C1CCCCC2>ClCCl>[CH3:1][C:2]1[C:3]2[N:4]([CH:22]=[N:23][N:24]=2)[N:5]=[C:6]([N:8]2[CH2:13][CH2:12][CH:11]([OH:14])[CH:10]=[CH:9]2)[CH:7]=1. Procedure details: A solution of 387 mg of 1-(8-methyl-1,2,4-triazolo-[4,3-b]pyridazin-6-yl)-3-(phenylselenyl)-4-piperidinol in dichloromethane at room temperature was treated with a solution of 147 mg of N-chlorosuccinimide in 3 ml of dichloromethane and stirred at room temperature. A white precipitate formed. After 15 minutes, 305 mg of 1,8-diazabicyclo [5,4,0]undec-7-ene was added and stirring continued at room temperature for 20 hours. This resulted in a very dark-colored solution. The reaction volume was redu...